The task is: describe an organic reaction: reactants, conditions, products, and yield. This data is from the Open Reaction Database (ORD), a public repository of structured organic reaction records. The reactants are CCOC(C)=O, CN1CCCC1=O, N#C[Cu], CSc1ncc2c(N)c(Br)c(=O)n(C3CCC3)c2n1, [Na+], O=C([O-])O. Product: CSc1ncc2c(N)c(C#N)c(=O)n(C3CCC3)c2n1. As a reaction SMILES: [CH3:28][CH2:29][O:30][C:31]([CH3:32])=[O:33].[CH3:34][N:35]1[CH2:36][CH2:37][CH2:38][C:39]1=[O:40].[Cu:20][C:21]#[N:22].[NH2:1][c:2]1[c:3]([Br:19])[c:4](=[O:18])[n:5]([CH:14]2[CH2:15][CH2:16][CH2:17]2)[c:6]2[n:7][c:8]([S:12][CH3:13])[n:9][cH:10][c:11]12.[Na+:27].[O-:23][C:24]([OH:25])=[O:26]>>[NH2:1][c:2]1[c:3]([C:21]#[N:22])[c:4](=[O:18])[n:5]([CH:14]2[CH2:15][CH2:16][CH2:17]2)[c:6]2[n:7][c:8]([S:12][CH3:13])[n:9][cH:10][c:11]12. Reactants: CC1=NC(=NC(=C1)C1=CC=C(C=C1)C(F)(F)F)[C@@H]1N([C@@]2(CC1)C(NCC2)=O)C(=O)OC(C)(C)C (tert-butyl (2R,5R)-2-[4-methyl-6-[4-(trifluoromethyl)phenyl]pyrimidin-2-yl]-6-oxo-1,7-diazaspiro[4.4]nonane-1-carboxylate), CC1=NC(=NC(=C1)C1=CC=C(C=C1)C(F)(F)F)[C@@H]1N[C@@]2(CC1)C(NCC2)=O ((2R,5R)-2-[4-methyl-6-[4-(trifluoromethyl)phenyl]pyrimidin-2-yl]-1,7-diazaspiro[4.4]-nonan-6-one), C(Cl)(Cl)Cl (CHCl3), Cl (HCl). Procedure details: In a similar manner, tert-butyl (2R,5R)-2-[4-methyl-6-[4-(trifluoromethyl)phenyl]pyrimidin-2-yl]-6-oxo-1,7-diazaspiro[4.4]nonane-1-carboxylate (37 mg) was converted first to the free base (2R,5R)-2-[4-methyl-6-[4-(trifluoromethyl)phenyl]pyrimidin-2-yl]-1,7-diazaspiro[4.4]-nonan-6-one (27 mg); m/z 377 (M+H+); Optical Rotation α[D/20)]=+32.1 (c=0.56, CHCl3). This material was subsequently treated with HCl in ether to form (2R,5R)-2-[4-methyl-6-[4-(trifluoromethyl)-phenyl]pyrimidin-2-yl]-1,7-diazas... The product is Cl.CC1=NC(=NC(=C1)C1=CC=C(C=C1)C(F)(F)F)[C@@H]1N[C@@]2(CC1)C(NCC2)=O ((2R,5R)-2-[4-methyl-6-[4-(trifluoromethyl)-phenyl]pyrimidin-2-yl]-1,7-diazaspiro[4.4]nonan-6-one hydrochloride). Solvent: CCOCC (ether). RXN SMILES: [CH3:1][C:2]1[CH:7]=[C:6]([C:8]2[CH:13]=[CH:12][C:11]([C:14]([F:17])([F:16])[F:15])=[CH:10][CH:9]=2)[N:5]=[C:4]([C@H:18]2[CH2:22][CH2:21][C@:20]3([CH2:26][CH2:25][NH:24][C:23]3=[O:27])[N:19]2C(OC(C)(C)C)=O)[N:3]=1.CC1C=C(C2C=CC(C(F)(F)F)=CC=2)N=C([C@H]2CC[C@]3(CCNC3=O)N2)N=1.C(Cl)(Cl)[Cl:63].Cl>CCOCC>[ClH:63].[CH3:1][C:2]1[CH:7]=[C:6]([C:8]2[CH:9]=[CH:10][C:11]([C:14]([F:15])([F:16])[F:17])=[CH:12][CH:13]=2)[N:5]=[C:4]([C@H:18]2[CH2:22][CH2:21][C@:20]3([CH2:26][CH2:25][NH:24][C:23]3=[O:27])[NH:19]2)[N:3]=1 |f:5.6|. Starting materials: N1CCC(CC1)C1OC2=C(CN3C1=CC=C3)C=CC=C2 (11-(piperidin-4-yl)-5H,11H-pyrrolo[2,1-c][1,4]benzoxazepine), C1(CC(C(CC1)C(C)C)S(=O)(=O)OCCC1=CC(=CC=C1)C(F)(F)F)C (2-(3-trifluoromethylphenyl)ethyl menthanesulfonate), C(=O)([O-])[O-].[K+].[K+] (K2CO3). Solvent: CN(C=O)C (dimethylformamide). Run at temperature 65 celsius. Product: FC(C=1C=C(C=CC1)CCN1CCC(CC1)C1OC2=C(CN3C1=CC=C3)C=CC=C2)(F)F (11-{1-[2-(3-Trifluoromethylphenyl)ethyl]piperidin-4-yl}-5H,11H-pyrrolo[2,1-c][1,4]benzoxazepine). Reaction SMILES: [NH:1]1[CH2:6][CH2:5][CH:4]([CH:7]2[C:13]3=[CH:14][CH:15]=[CH:16][N:12]3[CH2:11][C:10]3[CH:17]=[CH:18][CH:19]=[CH:20][C:9]=3[O:8]2)[CH2:3][CH2:2]1.C1(C)CCC(C(C)C)C(S(O[CH2:34][CH2:35][C:36]2[CH:41]=[CH:40][CH:39]=[C:38]([C:42]([F:45])([F:44])[F:43])[CH:37]=2)(=O)=O)C1.C([O-])([O-])=O.[K+].[K+]>CN(C)C=O>[F:43][C:42]([F:44])([F:45])[C:38]1[CH:37]=[C:36]([CH2:35][CH2:34][N:1]2[CH2:2][CH2:3][CH:4]([CH:7]3[C:13]4=[CH:14][CH:15]=[CH:16][N:12]4[CH2:11][C:10]4[CH:17]=[CH:18][CH:19]=[CH:20][C:9]=4[O:8]3)[CH2:5][CH2:6]2)[CH:41]=[CH:40][CH:39]=1 |f:2.3.4|. Procedure: A mixture of 11-(piperidin-4-yl)-5H,11H-pyrrolo[2,1-c][1,4]benzoxazepine (6.15 g, 0.023 mole), 2-(3-trifluoromethylphenyl)ethyl menthanesulfonate (7.27 g, 0.027 mole) and K2CO3 (10.6 g) in 125 ml dimethylformamide was heated at 65° C. for 5 hours. Reactants: COc1ccc2[nH]c(-c3cc([N+](=O)[O-])c(N4C(=O)c5cc([N+](=O)[O-])ccc5C(C)(C)C4=O)cc3OC)nc2n1, CC(C)O, NN, O. Yields the product COc1ccc2[nH]c(-c3cc([N+](=O)[O-])c(N)cc3OC)nc2n1. Reaction SMILES: [CH3:1][O:2][c:3]1[c:4](-[c:29]2[nH:30][c:31]3[c:32]([n:33][c:34]([O:37][CH3:38])[cH:35][cH:36]3)[n:39]2)[cH:5][c:6]([N+:26](=[O:27])[O-:28])[c:7]([N:9]2[C:10](=[O:11])[C:12]([CH3:13])([CH3:14])[c:15]3[c:16]([cH:17][c:18]([N+:19]([O-:20])=[O:21])[cH:22][cH:23]3)[C:24]2=[O:25])[cH:8]1.[CH:43]([OH:44])([CH3:45])[CH3:46].[NH2:41][NH2:42].[OH2:40]>>[CH3:1][O:2][c:3]1[c:4](-[c:29]2[nH:30][c:31]3[c:32]([n:33][c:34]([O:37][CH3:38])[cH:35][cH:36]3)[n:39]2)[cH:5][c:6]([N+:26](=[O:27])[O-:28])[c:7]([NH2:9])[cH:8]1. Reactants: Weinreb amide, CNOC (N,O-dimethylhydroxylamine), C1(=CC=CC=C1)[Mg]Br (phenylmagnesium bromide), acid chloride, intermediate 62. Product: C(C1=CC=CC=C1)(=O)C1=CC=CC=C1 (benzophenone). RXN SMILES: CN[O:3][CH3:4].[C:5]1([Mg]Br)[CH:10]=[CH:9][CH:8]=[CH:7][CH:6]=1>>[C:4]([C:5]1[CH:10]=[CH:9][CH:8]=[CH:7][CH:6]=1)(=[O:3])[C:5]1[CH:10]=[CH:9][CH:8]=[CH:7][CH:6]=1. Procedure details: The benzophenone derivative 70 was prepared using chemistry outlined in Scheme 13. Weinreb amide 69, derived via coupling of the acid chloride of the corresponding acid intermediate 62 with N,O-dimethylhydroxylamine, was treated with phenylmagnesium bromide to afford 70. Subsequent reduction of compound 70 with sodium borohydride provided alcohol 71, which was further reduced in the presence of trifluoroacetic acid to give the diphenylmethane derivative 72. Reactants: O=C(O)CCCCCCC1=CC(O)CC1=O, C[O-], CO, [Na+], OCCS. Yields the product O=C(O)CCCCCCC1=CC(SCCO)CC1=O. As a reaction SMILES: [C:1](=[O:2])([OH:3])[CH2:4][CH2:5][CH2:6][CH2:7][CH2:8][CH2:9][C:10]1=[CH:14][CH:13]([OH:15])[CH2:12][C:11]1=[O:16].[CH3:21][O-:22].[CH3:24][OH:25].[Na+:23].[SH:17][CH2:18][CH2:19][OH:20]>>[C:1](=[O:2])([OH:3])[CH2:4][CH2:5][CH2:6][CH2:7][CH2:8][CH2:9][C:10]1=[CH:14][CH:13]([S:17][CH2:18][CH2:19][OH:20])[CH2:12][C:11]1=[O:16]. Reactants: [H-].[Na+] (sodium hydride), ethyl 1-(6-chloro-1-oxo-1-indanyl)imidazole-2-carboxylate, FC=1C=C2CC(C(C2=CC1)=O)N1C(=NC=C1)C(=O)OCC (ethyl 1-(5-fluoro-1-oxo-2-indanyl)imidazole-2-carboxylate), BrC1C(C2=CC(=CC=C2C1)Cl)=O (2-bromo-6-chloro-1-indanone), N1C(=NC=C1)C(=O)OCC (ethyl imidazole-2-carboxylate). Run in ClCCl.C(C)(=O)OCC (dichloromethane ethyl acetate), CN(C=O)C (dimethylformamide). Product: ClC1=CC=C2CC(C(C2=C1)=O)N1C(=NC=C1)C(=O)OCC (ethyl 1-(6-chloro-1-oxo-2-indanyl)imidazole-2-carboxylate). Reaction SMILES: F[C:2]1[CH:3]=[C:4]2[C:8](=[CH:9][CH:10]=1)[C:7](=[O:11])[CH:6]([N:12]1[CH:16]=[CH:15][N:14]=[C:13]1[C:17]([O:19][CH2:20][CH3:21])=[O:18])[CH2:5]2.N1C=CN=C1C(OCC)=O.[H-].[Na+].BrC1CC2C(=CC([Cl:44])=CC=2)C1=O>ClCCl.C(OCC)(=O)C.CN(C)C=O>[Cl:44][C:10]1[CH:9]=[C:8]2[C:4]([CH2:5][CH:6]([N:12]3[CH:16]=[CH:15][N:14]=[C:13]3[C:17]([O:19][CH2:20][CH3:21])=[O:18])[C:7]2=[O:11])=[CH:3][CH:2]=1 |f:2.3,5.6|. Procedure details: The ethyl 1-(6-chloro-1-oxo-1-indanyl)imidazole-2-carboxylate can be prepared as in Example 1 for the preparation of ethyl 1-(5-fluoro-1-oxo-2-indanyl)imidazole-2-carboxylate but starting with 2.5 g of ethyl imidazole-2-carboxylate, 0.7 g of 80% sodium hydride, 5.4 g of 2-bromo-6-chloro-1-indanone and a total of 70 ml of anhydrous dimethylformamide. After silica gel chromatography with a dichloromethane-ethyl acetate mixture (70-30 by volume), 1 g of ethyl 1-(6-chloro-1-oxo-2-indanyl)imidazole-2... Starting materials: COC(=O)c1ccc(CO)nc1, ClCCl, O=S(Cl)Cl. The product is COC(=O)c1ccc(CCl)nc1. Reaction SMILES: [CH3:1][O:2][C:3]([c:4]1[cH:5][n:6][c:7]([CH2:10][OH:11])[cH:8][cH:9]1)=[O:12].[Cl:17][CH2:18][Cl:19].[S:13]([Cl:14])([Cl:15])=[O:16]>>[CH3:1][O:2][C:3]([c:4]1[cH:5][n:6][c:7]([CH2:10][Cl:15])[cH:8][cH:9]1)=[O:12]. Starting materials: N1CCCC1 (pyrrolidine), C(C1=CC=CC=C1)Br (benzyl bromide). Run in CCOCC (ether). Product: C1(=CC=CC=C1)CN1CCCC1 (1-(phenylmethyl)pyrrolidine). Reaction SMILES: [NH:1]1[CH2:5][CH2:4][CH2:3][CH2:2]1.[CH2:6](Br)[C:7]1[CH:12]=[CH:11][CH:10]=[CH:9][CH:8]=1>CCOCC>[C:7]1([CH2:6][N:1]2[CH2:5][CH2:4][CH2:3][CH2:2]2)[CH:12]=[CH:11][CH:10]=[CH:9][CH:8]=1. Procedure: A 25.0 ml portion of pyrrolidine was reacted with 10.9 ml of benzyl bromide in ether as described in Example 3, giving 12.3 g of 1-(phenylmethyl)pyrrolidine, which was then reacted with butyl lithium and diphenylphosphine chloride as described in Example 3, giving diphenyl]2-(1-pyrrolidinylmethyl)phenyl]phosphine. Reactants: CC(=O)C (acetone), solution, O([Na])C (NaOCH3), mixture, CC1CC=C([C@@H](C1(C)C)/C=C/C(=O)C)C (trans-α-irone), CC1CC=C([C@H](C1(C)C)/C=C\C(=O)C)C (cis-α-irone), CC1=C(C(C(CC1)C)(C)C)C=O (2,5,6,6-tetramethyl-1-cyclohexen-1-carbaldehyde). Solvent: CO (methanol), C(C)O (ethanol). Yields the product CC1CCC(=C(C1(C)C)/C=C/C(=O)C)C (β-irone). Yield: 76.0%. Reaction SMILES: CC1CCC(C)C(C)(C)C=1C=O.CC(C)=O.O(C)[Na].[CH3:20][CH:21]1[C:26]([CH3:28])([CH3:27])[C@@H:25](/[CH:29]=[CH:30]/[C:31]([CH3:33])=[O:32])[C:24]([CH3:34])=[CH:23][CH2:22]1.CC1C(C)(C)[C@H](/C=C\C(C)=O)C(C)=CC1>C(O)C.CO>[CH3:20][CH:21]1[C:26]([CH3:27])([CH3:28])[C:25](/[CH:29]=[CH:30]/[C:31]([CH3:33])=[O:32])=[C:24]([CH3:34])[CH2:23][CH2:22]1. Procedure details: On the other hand, addition of a solution of 3.0 g (19.74 mmol) of pure 2,5,6,6-tetramethyl-1-cyclohexen-1-carbaldehyde in 3 ml of ethanol and of 3 ml of acetone (41 mmol) to 4 ml (~22 mmol) of a 30% solution of NaOCH3 in methanol, the reaction having proceeded for 18 h at room temperature, provided, after the usual treatment and bulb-to-bulb distillation, a mixture (3.29 g) containing 34% of trans-α-irone, 6% of cis-α-irone and 50% of β-irone (yield 76%).